Dataset: the Open Reaction Database (ORD), a public repository of structured organic reaction records. Task: describe an organic reaction: reactants, conditions, products, and yield Reactants: [Br-], Cc1cc(Br)ccc1I, C1CCOC1, CC(C)[Mg+], O=C1CCC(=O)O1. Product: Cc1cc(Br)ccc1C(=O)CCC(=O)O. RXN SMILES: [Br-:10].[Br:1][c:2]1[cH:3][c:4]([CH3:9])[c:5]([I:8])[cH:6][cH:7]1.[CH2:22]1[O:23][CH2:24][CH2:25][CH2:26]1.[CH:11]([Mg+:12])([CH3:13])[CH3:14].[O:15]=[C:16]1[CH2:17][CH2:18][C:19](=[O:20])[O:21]1>>[Br:1][c:2]1[cH:3][c:4]([CH3:9])[c:5]([C:19]([CH2:18][CH2:17][C:16](=[O:15])[OH:21])=[O:20])[cH:6][cH:7]1. Reactants: ClC1=NC(=NC(=N1)NCCCCC1CC(N(C(C1)(C)C)OC1CCCCC1)(C)C)NCCCCC1CC(N(C(C1)(C)C)OC1CCCCC1)(C)C (2-chloro-4,6-bis[N-(1-cyclohexyloxy-2,2,6,6-tetramethylpiperidin-4-yl)butylamino]-1,3,5-triazine), NCCC(=O)O (β-alanine). Yields the product C1(CCCCC1)ON1C(CC(CC1(C)C)CCCCNC1=NC(=NC(=N1)NCCCCC1CC(N(C(C1)(C)C)OC1CCCCC1)(C)C)NCCC(=O)O)(C)C (N-{4,6-Bis[N-(1-cyclohexyloxy-2,2,6,6-tetramethylpiperidin-4-yl)butylamino]-1,3,5-triazin-2-yl}-β-alanine). RXN SMILES: Cl[C:2]1[N:7]=[C:6]([NH:8][CH2:9][CH2:10][CH2:11][CH2:12][CH:13]2[CH2:18][C:17]([CH3:20])([CH3:19])[N:16]([O:21][CH:22]3[CH2:27][CH2:26][CH2:25][CH2:24][CH2:23]3)[C:15]([CH3:29])([CH3:28])[CH2:14]2)[N:5]=[C:4]([NH:30][CH2:31][CH2:32][CH2:33][CH2:34][CH:35]2[CH2:40][C:39]([CH3:42])([CH3:41])[N:38]([O:43][CH:44]3[CH2:49][CH2:48][CH2:47][CH2:46][CH2:45]3)[C:37]([CH3:51])([CH3:50])[CH2:36]2)[N:3]=1.[NH2:52][CH2:53][CH2:54][C:55]([OH:57])=[O:56]>>[CH:44]1([O:43][N:38]2[C:39]([CH3:42])([CH3:41])[CH2:40][CH:35]([CH2:34][CH2:33][CH2:32][CH2:31][NH:30][C:4]3[N:5]=[C:6]([NH:8][CH2:9][CH2:10][CH2:11][CH2:12][CH:13]4[CH2:14][C:15]([CH3:29])([CH3:28])[N:16]([O:21][CH:22]5[CH2:23][CH2:24][CH2:25][CH2:26][CH2:27]5)[C:17]([CH3:20])([CH3:19])[CH2:18]4)[N:7]=[C:2]([NH:52][CH2:53][CH2:54][C:55]([OH:57])=[O:56])[N:3]=3)[CH2:36][C:37]2([CH3:51])[CH3:50])[CH2:45][CH2:46][CH2:47][CH2:48][CH2:49]1. Procedure details: The title compound is prepared from the reaction of 2-chloro-4,6-bis[N-(1-cyclohexyloxy-2,2,6,6-tetramethylpiperidin-4-yl)butylamino]-1,3,5-triazine and β-alanine according to the procedure of Example 15.